From a dataset of the Open Reaction Database (ORD), a public repository of structured organic reaction records. describe an organic reaction: reactants, conditions, products, and yield Starting materials: ClC1=C(C(=O)O)C=CC=C1F (2-chloro-3-fluorobenzoic acid), FC1(CCC(CC1)(C=1C=NC(=CC1)F)CN)F ((4,4-difluoro-1-(6-fluoropyridin-3-yl)cyclohexyl)methanamine). Product: ClC1=C(C(=O)NCC2(CCC(CC2)(F)F)C=2C=NC(=CC2)F)C=CC=C1F (2-chloro-3-fluoro-N-((4,4-difluoro-1-(6-fluoropyridin-3-yl)cyclohexyl)methyl)benzamide). As a reaction SMILES: [Cl:1][C:2]1[C:10]([F:11])=[CH:9][CH:8]=[CH:7][C:3]=1[C:4]([OH:6])=O.[F:12][C:13]1([F:28])[CH2:18][CH2:17][C:16]([CH2:26][NH2:27])([C:19]2[CH:20]=[N:21][C:22]([F:25])=[CH:23][CH:24]=2)[CH2:15][CH2:14]1>>[Cl:1][C:2]1[C:10]([F:11])=[CH:9][CH:8]=[CH:7][C:3]=1[C:4]([NH:27][CH2:26][C:16]1([C:19]2[CH:20]=[N:21][C:22]([F:25])=[CH:23][CH:24]=2)[CH2:17][CH2:18][C:13]([F:12])([F:28])[CH2:14][CH2:15]1)=[O:6]. Reported procedure: From 2-chloro-3-fluorobenzoic acid and (4,4-difluoro-1-(6-fluoropyridin-3-yl)cyclohexyl)methanamine. LCMS (MH+): m/z=401.2, tR (minutes, Method D)=0.72 Starting materials: [Al+3], CC(=O)Cl, ClC(Cl)Cl, [Cl-], [Cl-], [Cl-], COc1ccccc1F. The product is COc1ccc(C(C)=O)cc1F. RXN SMILES: [Al+3:2].[CH3:5][C:6]([Cl:7])=[O:8].[CH:18]([Cl:19])([Cl:20])[Cl:21].[Cl-:1].[Cl-:3].[Cl-:4].[F:9][c:10]1[c:11]([O:16][CH3:17])[cH:12][cH:13][cH:14][cH:15]1>>[CH3:5][C:6](=[O:8])[c:14]1[cH:13][cH:12][c:11]([O:16][CH3:17])[c:10]([F:9])[cH:15]1. Starting materials: C1CCOC1, [OH-], [OH-], [Pd+2], O=C(Nc1ccc(Oc2ccnc(N(C(=O)Oc3ccccc3)C(=O)Oc3ccccc3)c2)cc1)OCc1ccccc1. Yields the product Nc1ccc(Oc2ccnc(N(C(=O)Oc3ccccc3)C(=O)Oc3ccccc3)c2)cc1. RXN SMILES: [O:44]1[CH2:45][CH2:46][CH2:47][CH2:48]1.[OH-:49].[OH-:51].[Pd+2:50].[c:1]1([O:7][C:8]([N:9]([C:10](=[O:11])[O:12][c:13]2[cH:14][cH:15][cH:16][cH:17][cH:18]2)[c:19]2[n:20][cH:21][cH:22][c:23]([O:25][c:26]3[cH:27][cH:28][c:29]([NH:32][C:33]([O:34][CH2:35][c:36]4[cH:37][cH:38][cH:39][cH:40][cH:41]4)=[O:42])[cH:30][cH:31]3)[cH:24]2)=[O:43])[cH:2][cH:3][cH:4][cH:5][cH:6]1>>[c:1]1([O:7][C:8]([N:9]([C:10](=[O:11])[O:12][c:13]2[cH:14][cH:15][cH:16][cH:17][cH:18]2)[c:19]2[n:20][cH:21][cH:22][c:23]([O:25][c:26]3[cH:27][cH:28][c:29]([NH2:32])[cH:30][cH:31]3)[cH:24]2)=[O:43])[cH:2][cH:3][cH:4][cH:5][cH:6]1.